This data is from the Open Reaction Database (ORD), a public repository of structured organic reaction records. The task is: describe an organic reaction: reactants, conditions, products, and yield Reactants: CCOC(=O)OCC, CCCCCC, CC(=O)c1cccc(F)c1, [H-], [H][H], [Na+]. The product is CCOC(=O)CC(=O)c1cccc(F)c1. As a reaction SMILES: [C:21]([O:22][CH2:23][CH3:24])([O:25][CH2:27][CH3:28])=[O:26].[CH3:3][CH2:4][CH2:5][CH2:6][CH2:7][CH3:8].[F:9][c:10]1[cH:11][c:12]([C:16]([CH3:17])=[O:18])[cH:13][cH:14][cH:15]1.[H-:1].[H:19][H:20].[Na+:2]>>[F:9][c:10]1[cH:11][c:12]([C:16]([CH2:17][C:21]([O:22][CH2:23][CH3:24])=[O:25])=[O:18])[cH:13][cH:14][cH:15]1. Reactants: CC1(C(C(CC1)(C)C)N)C (2,2,5,5-tetramethyl-1-cyclopentyl amine), C(=O)(OCC1=CC=CC=C1)NC1(CC1)C(=O)O (N-Cbz-1-aminocyclopropanecarboxylic acid), C1(CCCCC1)N=C=NC1CCCCC1 (dicyclohexylcarbodiimide), CN(C)C1=NC=CC=C1 (dimethylaminopyridine). Run in C(Cl)Cl (CH2Cl2), C(Cl)Cl (CH2Cl2). Conditions: time 48 hour. Yields the product CC1(C(C(CC1)(C)C)NC(=O)C1(CC1)NC(=O)OCC1=CC=CC=C1)C (N-Cbz-1-aminocyclopropanecarboxylic acid 2,2,5,5-tetramethylcyclopentyl amide). As a reaction SMILES: [C:1]([NH:11][C:12]1([C:15]([OH:17])=O)[CH2:14][CH2:13]1)([O:3][CH2:4][C:5]1[CH:10]=[CH:9][CH:8]=[CH:7][CH:6]=1)=[O:2].C1(N=C=NC2CCCCC2)CCCCC1.CN(C1C=CC=CN=1)C.[CH3:42][C:43]1([CH3:51])[CH2:47][CH2:46][C:45]([CH3:49])([CH3:48])[CH:44]1[NH2:50]>C(Cl)Cl>[CH3:42][C:43]1([CH3:51])[CH2:47][CH2:46][C:45]([CH3:49])([CH3:48])[CH:44]1[NH:50][C:15]([C:12]1([NH:11][C:1]([O:3][CH2:4][C:5]2[CH:6]=[CH:7][CH:8]=[CH:9][CH:10]=2)=[O:2])[CH2:13][CH2:14]1)=[O:17]. Procedure details: To a stirred solution of N-Cbz-1-aminocyclopropanecarboxylic acid in dry CH2Cl2 containing dicyclohexylcarbodiimide and dimethylaminopyridine (DMAP), all at 0° C., is added, via an addition funnel, 2,2,5,5-tetramethyl-1-cyclopentyl amine dissolved in CH2Cl2. After stirring for 48 hours, the mixture is filtered, and the filtrate is washed with 5% HCl (1×50 ml), saturated NaHCO3 (1×50 ml), and water (2×50 ml). The organic layer is separated, dried over MgSO4 and evaporated to yield N-Cbz-1-aminocy...